From a dataset of the Open Reaction Database (ORD), a public repository of structured organic reaction records. describe an organic reaction: reactants, conditions, products, and yield Starting materials: COC(C(CC(C)C)C=1C=C(C=C(C1)O)C1=CC(=C(C=C1)Cl)C(F)(F)F)=O (2-(4′-Chloro-5-hydroxy-3′-trifluoromethyl-biphenyl-3-yl)-4-methyl-pentanoic acid methyl ester), FC(C=1C=C(C=CC1)B(O)O)(F)F (3-trifluoromethylphenylboronic acid). Procedure details: The title compound was prepared in 71% yield from 2-(5-hydroxy-4′-chloro-3′-trifluoromethyl-biphenyl-3-yl)-4-methyl-pentanoic acid methyl ester (prepared in Example A) and 3-trifluoromethylphenylboronic acid under the conditions described in Example 15, step (g). The product is COC(C(CC(C)C)C=1C=C(C=C(C1)OC1=CC(=CC=C1)C(F)(F)F)C1=CC(=C(C=C1)Cl)C(F)(F)F)=O (4-Methyl-2-[4′-chloro-3′-trifluoromethyl-5-(3-trifluoromethylphenoxy)-biphenyl-3-yl]-pentanoic acid methyl ester). RXN SMILES: [CH3:1][O:2][C:3](=[O:27])[CH:4]([C:9]1[CH:10]=[C:11]([C:16]2[CH:21]=[CH:20][C:19]([Cl:22])=[C:18]([C:23]([F:26])([F:25])[F:24])[CH:17]=2)[CH:12]=[C:13]([OH:15])[CH:14]=1)[CH2:5][CH:6]([CH3:8])[CH3:7].[F:28][C:29]([F:40])([F:39])[C:30]1[CH:31]=[C:32](B(O)O)[CH:33]=[CH:34][CH:35]=1>>[CH3:1][O:2][C:3](=[O:27])[CH:4]([C:9]1[CH:10]=[C:11]([C:16]2[CH:21]=[CH:20][C:19]([Cl:22])=[C:18]([C:23]([F:26])([F:24])[F:25])[CH:17]=2)[CH:12]=[C:13]([O:15][C:34]2[CH:33]=[CH:32][CH:31]=[C:30]([C:29]([F:40])([F:39])[F:28])[CH:35]=2)[CH:14]=1)[CH2:5][CH:6]([CH3:8])[CH3:7]. The yield is 71.0%. The reactants are [OH-].[Li+] (Lithium hydroxide), COC(C(CC(=O)OC(C)(C)C)C1=CC=C(C=C1)OCC=1C=C(C=CC1)C1=CC=C(C=C1)C(F)(F)F)=O (2-{4-[4′-Trifluoromethyl-biphenyl-3-ylmethoxy]-phenyl}-succinic acid 4-tert-butyl ester 1-methyl ester). The solvent is CO.C1CCOC1.O (MeOH THF H2O). Reaction conditions: time 8 hour. Product: C(C)(C)(C)OC(CC(C(=O)O)C1=CC=C(C=C1)OCC=1C=C(C=CC1)C1=CC=C(C=C1)C(F)(F)F)=O (2-{4-[4′-Trifluoromethyl-biphenyl-3-ylmethoxy]-phenyl}-succinic acid 4-tert-butyl ester). RXN SMILES: [OH-].[Li+].C[O:4][C:5](=[O:39])[CH:6]([C:15]1[CH:20]=[CH:19][C:18]([O:21][CH2:22][C:23]2[CH:24]=[C:25]([C:29]3[CH:34]=[CH:33][C:32]([C:35]([F:38])([F:37])[F:36])=[CH:31][CH:30]=3)[CH:26]=[CH:27][CH:28]=2)=[CH:17][CH:16]=1)[CH2:7][C:8]([O:10][C:11]([CH3:14])([CH3:13])[CH3:12])=[O:9]>CO.C1COCC1.O>[C:11]([O:10][C:8](=[O:9])[CH2:7][CH:6]([C:15]1[CH:16]=[CH:17][C:18]([O:21][CH2:22][C:23]2[CH:24]=[C:25]([C:29]3[CH:34]=[CH:33][C:32]([C:35]([F:37])([F:38])[F:36])=[CH:31][CH:30]=3)[CH:26]=[CH:27][CH:28]=2)=[CH:19][CH:20]=1)[C:5]([OH:39])=[O:4])([CH3:14])([CH3:12])[CH3:13] |f:0.1,3.4.5|. Procedure: Lithium hydroxide (121 mg, 5 mmol) was added to a solution of 50.2 in MeOH/THF/H2O (1:1:1, 90 mL). The resulting mixture was stirred at room temperature overnight. The organic solvent was removed under reduced pressure. The reaction mixture was extracted with dichloromethane (10 mL><3). The organic extracts were combined, dried over MgSO4 and concentrated under reduced pressure. The resulting residue was purified via flash chromatography (50% ethyl acetate in hexanes) to yield acid 50.3 (860 mg)... Reactants: CO, COc1ccnc(CSc2nc3cc4c(cc3[nH]2)C(C)(C)C(=O)C4(C)C)c1C, Cl, [K+], NO, [OH-]. Yields the product COc1ccnc(CSc2nc3cc4c(cc3[nH]2)C(C)(C)C(=NO)C4(C)C)c1C. RXN SMILES: [CH3:34][OH:35].[CH3:6][O:7][c:8]1[c:9]([CH3:33])[c:10]([CH2:14][S:15][c:16]2[n:17][c:18]3[c:19]([nH:20]2)[cH:21][c:22]2[c:26]([cH:27]3)[C:25]([CH3:28])([CH3:29])[C:24](=[O:30])[C:23]2([CH3:31])[CH3:32])[n:11][cH:12][cH:13]1.[ClH:3].[K+:2].[NH2:4][OH:5].[OH-:1]>>[OH:1][N:4]=[C:24]1[C:23]([CH3:31])([CH3:32])[c:22]2[cH:21][c:19]3[c:18]([nH:17][c:16]([S:15][CH2:14][c:10]4[c:9]([CH3:33])[c:8]([O:7][CH3:6])[cH:13][cH:12][n:11]4)[n:20]3)[cH:27][c:26]2[C:25]1([CH3:28])[CH3:29]. Reactants: COC(=O)C1OC2=CC=CC(=C2C=C1CN[C@@H](CC(C)C)C(=O)OC)Cl (5-chloro-3-[((S)-1-methoxycarbonyl-3-methyl-butylamino)-methyl]-2H-chromene-2-carboxylic acid methyl ester), N,N′-diisopropylethyl amine, C(C)#N (acetonitrile). Yields the product COC([C@H](CC(C)C)N(C)CC=1C(OC2=CC=CC(=C2C1)Cl)C=O)=O ((S)-2-[(5-chloro-2-formyl-2H-chromen-3-ylmethyl)-methyl-amino]-4-methyl-pentanoic acid methyl ester). The yield is 71.4%. RXN SMILES: C[O:2][C:3]([CH:5]1[C:14]([CH2:15][NH:16][C@H:17]([C:22]([O:24][CH3:25])=[O:23])[CH2:18][CH:19]([CH3:21])[CH3:20])=[CH:13][C:12]2[C:7](=[CH:8][CH:9]=[CH:10][C:11]=2[Cl:26])[O:6]1)=O.[C:27](#N)C>>[CH3:25][O:24][C:22](=[O:23])[C@@H:17]([N:16]([CH2:15][C:14]1[CH:5]([CH:3]=[O:2])[O:6][C:7]2[C:12]([CH:13]=1)=[C:11]([Cl:26])[CH:10]=[CH:9][CH:8]=2)[CH3:27])[CH2:18][CH:19]([CH3:20])[CH3:21]. Procedure: A solution of 5-chloro-3-[((S)-1-methoxycarbonyl-3-methyl-butylamino)-methyl]-2H-chromene-2-carboxylic acid methyl ester (1.4 g, 3.53 mmol) and N,N′-diisopropylethyl amine (2.44 mL, 14.14 mmol) in acetonitrile (3 mL) was heated in a sealed tube at 140° C. for 48 hours. The reaction mixture, after aqueous work-up, was extracted with ethyl acetate (3×). The combined ethyl acetate layer was washed with brine, and dried over anhydrous sodium sulfate. The organic layer was concentrated in vacuo and t... The reactants are COC(C(=CC1=C(C=CC(=C1)F)F)NC(=O)OC(C)(C)C)=O (2-tert-butoxycarbonylamino-3-(2,5-difluorophenyl)-acrylic acid methyl ester). The reagents and catalysts are [B-](F)(F)(F)F.CC[C@@H]1CC[C@H](P1C2=CC=CC=C2P3[C@@H](CC[C@H]3CC)CC)CC.C1C[CH][CH]CC[CH][CH]1.[Rh] ((−)-1,2-bis((2R,5R)-2,5-diethylphospholano)benzene(cyclooctadiene)rhodium(I) tetrafluoroborate). The solvent is CO (methanol). Reaction conditions: time 20 hour. Yields the product COC([C@@H](CC1=C(C=CC(=C1)F)F)NC(=O)OC(C)(C)C)=O ((R)-2-tert-Butoxycarbonylamino-3-(2,5-difluorophenyl)-propionic acid methyl ester). Yield: 98.1%. RXN SMILES: [CH3:1][O:2][C:3](=[O:22])[C:4]([NH:14][C:15]([O:17][C:18]([CH3:21])([CH3:20])[CH3:19])=[O:16])=[CH:5][C:6]1[CH:11]=[C:10]([F:12])[CH:9]=[CH:8][C:7]=1[F:13]>CO.[B-](F)(F)(F)F.CC[C@H]1P(C2C(P3[C@H](CC)CC[C@H]3CC)=CC=CC=2)[C@H](CC)CC1.C1[CH][CH]CC[CH][CH]C1.[Rh]>[CH3:1][O:2][C:3](=[O:22])[C@H:4]([NH:14][C:15]([O:17][C:18]([CH3:20])([CH3:19])[CH3:21])=[O:16])[CH2:5][C:6]1[CH:11]=[C:10]([F:12])[CH:9]=[CH:8][C:7]=1[F:13] |f:2.3.4.5,^1:54,55,58,59|. Reported procedure: To a solution of 2-tert-butoxycarbonylamino-3-(2,5-difluorophenyl)-acrylic acid methyl ester (4.9 g, 15.7 mmol) in methanol (49 mL) is added (−)-1,2-bis((2R,5R)-2,5-diethylphospholano)benzene(cyclooctadiene)rhodium(I) tetrafluoroborate (113 mg, 0.15 mmol), and is shaken for 20 h under an atmosphere of H2 at 75 psi. The suspension is filtered through Celite to remove catalyst and concentrated under reduced pressure to afford a light yellow solid. The solid is triturated in cold methanol to afford...